This data is from the Open Reaction Database (ORD), a public repository of structured organic reaction records. The task is: describe an organic reaction: reactants, conditions, products, and yield The reactants are C1(=CC=CC=C1)C1=NC=C(C=C1)Br (2-phenyl-5-bromopyridine), C[Si](C)(C)C#C (trimethylsilylacetylene). As a reaction SMILES: [C:1]1([C:7]2[CH:12]=[CH:11][C:10](Br)=[CH:9][N:8]=2)[CH:6]=[CH:5][CH:4]=[CH:3][CH:2]=1.[CH3:14][Si:15]([C:18]#[CH:19])([CH3:17])[CH3:16]>>[CH3:14][Si:15]([C:18]#[C:19][C:4]1[CH:5]=[CH:6][C:1]([C:7]2[CH:12]=[CH:11][CH:10]=[CH:9][N:8]=2)=[CH:2][CH:3]=1)([CH3:17])[CH3:16]. The yield is 88.0%. The product is C[Si](C)(C)C#CC1=CC=C(C=C1)C1=NC=CC=C1 (2-(4-Trimethylsilylethynylphenyl)pyridine). Procedure: To explain the synthesis in more detail, the Suzuki reaction between phenylboronic acid and 2,5-dibromopyridine gave 2-phenyl-5-bromopyridine in an 86% yield (see scheme 1 above). The reaction occurred preferentially on the 2 position on the pyridine ring, which is activated by the adjacent nitrogen. Reaction of 2-phenyl-5-bromopyridine with trimethylsilylacetylene under Sonogashira conditions gave the 2-phenyl-5-(trimethylsilylethynyl)pyridine (2) in an 88% yield, which could be deprotected to ... The reactants are ice, C1(CCCC1)NC1C(CCC1)C(=O)OC ((rac)-2-cyclopentylamino-cyclopentanecarboxylic acid, methyl ester), ClC1=NC=C(C(=N1)Cl)[N+](=O)[O-] (2,4-dichloro-5-nitro-pyrimidine), C([O-])(O)=O.[Na+] (sodium bicarbonate). The solvent is C(C)(=O)OCC (ethyl acetate). Yields the product COC(=O)C1C(CCC1)N(C1CCCC1)C1=NC(=NC=C1[N+](=O)[O-])Cl ((rac)-2-[(2-chloro-5-nitro-pyrimidin-4-yl)-cyclopentyl-amino]-cyclopentanecarboxylic acid methyl ester). The yield is 68.7%. Reaction SMILES: [CH:1]1([NH:6][CH:7]2[CH2:11][CH2:10][CH2:9][CH:8]2[C:12]([O:14][CH3:15])=[O:13])[CH2:5][CH2:4][CH2:3][CH2:2]1.[Cl:16][C:17]1[N:22]=[C:21](Cl)[C:20]([N+:24]([O-:26])=[O:25])=[CH:19][N:18]=1.C(=O)(O)[O-].[Na+]>C(OCC)(=O)C>[CH3:15][O:14][C:12]([CH:8]1[CH2:9][CH2:10][CH2:11][CH:7]1[N:6]([C:19]1[C:20]([N+:24]([O-:26])=[O:25])=[CH:21][N:22]=[C:17]([Cl:16])[N:18]=1)[CH:1]1[CH2:2][CH2:3][CH2:4][CH2:5]1)=[O:13] |f:2.3|. Reported procedure: To an ice cooled solution of 9.56 g (0.045 mole) of (rac)-2-cyclopentylamino-cyclopentanecarboxylic acid, methyl ester and 200 mL of ethyl acetate was added 9.5 g (0.0475 mole) of 2,4-dichloro-5-nitro-pyrimidine and 9.6 g (0.113 mole) of sodium bicarbonate. The mixture was heated overnight at 65 degrees, then cooled and washed with water, extracting the aqueous layer twice with ethyl acetate. The combined ethyl acetate layers were washed successively with water, then brine, dried over anhydrous ... Reactants: Cl.NO (Hydroxylamine hydrochloride), [OH-].[Na+] (sodium hydroxide), BrC1=CC=C2C=CC=C(C2=C1)CC#N (7-Bromo-2-naphthalenylacetonitrile). Run in CS(=O)C (DMSO), O (water). Conditions: temperature 60 celsius. Yields the product ON=C(CC1=CC=CC2=CC=C(C=C12)Br)N (N'-Hydroxy-2-(7-bromonaphthalenyl)ethanimidamide). The yield is 80.8%. As a reaction SMILES: Cl.[NH2:2][OH:3].[OH-].[Na+].[Br:6][C:7]1[CH:16]=[C:15]2[C:10]([CH:11]=[CH:12][CH:13]=[C:14]2[CH2:17][C:18]#[N:19])=[CH:9][CH:8]=1>CS(C)=O.O>[OH:3][N:2]=[C:18]([NH2:19])[CH2:17][C:14]1[C:15]2[C:10](=[CH:9][CH:8]=[C:7]([Br:6])[CH:16]=2)[CH:11]=[CH:12][CH:13]=1 |f:0.1,2.3|. Procedure details: Hydroxylamine hydrochloride (1.14 g, 16.5 mmol) was dissolved in aqueous sodium hydroxide (1N, 16.5 mL, 16.5 mmol) and the solution diluted with DMSO (50 mL). 7-Bromo-2-naphthalenylacetonitrile (1.35 g, 5.5 mmol) was added in one portion and the resulting mixture heated to 60° C. After a total of 18 hours, the mixture was cooled to room temperature and diluted with water (100 mL) to give a precipitate. The precipitate was collected by filtration, washed with water, and dried in vacuo to give a t... The reactants are COC(=O)C=1C=C(C=CC1)NC(NCC(=O)N1C(CC(C1C1=CC=CC=C1)C(NC1=CC=CC=C1)=O)C(=O)OC(C)(C)C)=O (tert-butyl (2RS,4SR,5SR)-1-{2-[3-(3-(methoxycarbonyl)phenyl)ureido]acetyl}-5-phenyl-4-(phenylcarbamoyl)pyrrolidine-2-carboxylate), O (water), CO (methanol). The solvent is [OH-].[K+] (potassium hydroxide). Product: C(C)(C)(C)OC(=O)C1N(C(C(C1)C(NC1=CC=CC=C1)=O)C1=CC=CC=C1)C(CNC(NC=1C=C(C(=O)O)C=CC1)=O)=O ((2RS,4SR,5SR)-3-{3-[2-(2-tert-butoxycarbonyl-5-phenyl-4-phenylcarbamoyl-1-pyrrolidinyl)-2-oxoethyl]ureido}benzoic acid). The yield is 14.1%. As a reaction SMILES: C[O:2][C:3]([C:5]1[CH:6]=[C:7]([NH:11][C:12](=[O:44])[NH:13][CH2:14][C:15]([N:17]2[CH:21]([C:22]3[CH:27]=[CH:26][CH:25]=[CH:24][CH:23]=3)[CH:20]([C:28](=[O:36])[NH:29][C:30]3[CH:35]=[CH:34][CH:33]=[CH:32][CH:31]=3)[CH2:19][CH:18]2[C:37]([O:39][C:40]([CH3:43])([CH3:42])[CH3:41])=[O:38])=[O:16])[CH:8]=[CH:9][CH:10]=1)=[O:4].O.CO>[OH-].[K+]>[C:40]([O:39][C:37]([CH:18]1[CH2:19][CH:20]([C:28](=[O:36])[NH:29][C:30]2[CH:35]=[CH:34][CH:33]=[CH:32][CH:31]=2)[CH:21]([C:22]2[CH:27]=[CH:26][CH:25]=[CH:24][CH:23]=2)[N:17]1[C:15](=[O:16])[CH2:14][NH:13][C:12](=[O:44])[NH:11][C:7]1[CH:6]=[C:5]([CH:10]=[CH:9][CH:8]=1)[C:3]([OH:4])=[O:2])=[O:38])([CH3:43])([CH3:41])[CH3:42] |f:3.4|. Procedure details: A The reaction is carried out in a way analogous to that described in Example 3, but from 4 g of tert-butyl (2RS,4SR,5SR)-1-{2-[3-(3-(methoxycarbonyl)phenyl)ureido]acetyl}-5-phenyl-4-(phenylcarbamoyl)pyrrolidine-2-carboxylate in a mixture of 6.7 cm3 of a normal aqueous potassium hydroxide solution, 30 cm3 of distilled water and 120 cm3 of methanol. After treatment, there is obtained 0.55 g of (2RS,4SR,5SR)-3-{3-[2-(2-tert-butoxycarbonyl-5-phenyl-4-phenylcarbamoyl-1-pyrrolidinyl)-2-oxoethyl]ureid...